This data is from the Open Reaction Database (ORD), a public repository of structured organic reaction records. The task is: describe an organic reaction: reactants, conditions, products, and yield As a reaction SMILES: [N+:1]([O-:4])(O)=[O:2].[N:5]1[C:14]2[C:9](=[CH:10][CH:11]=[CH:12][CH:13]=2)[CH:8]=[C:7]([C:15]([C:17]2[CH:22]=[CH:21][C:20]([OH:23])=[C:19]([O:24][CH3:25])[CH:18]=2)=[O:16])[CH:6]=1>C(O)(=O)C>[N:5]1[C:14]2[C:9](=[CH:10][CH:11]=[CH:12][CH:13]=2)[CH:8]=[C:7]([C:15]([C:17]2[CH:22]=[C:21]([N+:1]([O-:4])=[O:2])[C:20]([OH:23])=[C:19]([O:24][CH3:25])[CH:18]=2)=[O:16])[CH:6]=1. Run in C(C)(=O)O (acetic acid), C(C)(=O)O (acetic acid). Run at time 2 hour. The reactants are ice water, [N+](=O)(O)[O-] (nitric acid), N1=CC(=CC2=CC=CC=C12)C(=O)C1=CC(=C(C=C1)O)OC (4-hydroxy-3-methoxyphenyl (3-quinolinyl) ketone). Reported procedure: A solution of 1.91 ml of 65 percent nitric acid in 20 ml of glacial acetic acid is added dropwise to a solution of 5.5 g of 4-hydroxy-3-methoxyphenyl (3-quinolinyl) ketone in 300 ml of glacial acetic acid at 150° and the mixture is then stirred at this temperature for an additional 2 hours. The mixture is then poured into ice-water and extracted three times with 300 ml of ethyl acetate each time. The organic phase is washed five times with 100 ml of water each time, dried over sodium sulfate and... Product: N1=CC(=CC2=CC=CC=C12)C(=O)C1=CC(=C(C(=C1)[N+](=O)[O-])O)OC (4-hydroxy-3-methoxy-5-nitrophenyl (3-quinolinyl) ketone). Starting materials: [N+](=O)([O-])C=1C=C(CO)C=CC1 (3-nitrobenzyl alcohol), C(C)(C)(C)[Si](Cl)(C1=CC=CC=C1)C1=CC=CC=C1 (tert-butyldiphenylchlorosilane), N1C=NC=C1 (imidazole). Reagents/catalysts: CN(C1=CC=NC=C1)C (4-(dimethylamino)pyridine). Run in CN(C=O)C (dimethylformamide). Reaction conditions: time 4 hour. Product: [Si](C1=CC=CC=C1)(C1=CC=CC=C1)(C(C)(C)C)OCC=1C=C(C=CC1)[N+](=O)[O-] (3-(tert-butyldiphenylsilyloxymethyl)nitrobenzene). The yield is 99.8%. As a reaction SMILES: [N+:1]([C:4]1[CH:5]=[C:6]([CH:9]=[CH:10][CH:11]=1)[CH2:7][OH:8])([O-:3])=[O:2].[C:12]([Si:16]([C:24]1[CH:29]=[CH:28][CH:27]=[CH:26][CH:25]=1)([C:18]1[CH:23]=[CH:22][CH:21]=[CH:20][CH:19]=1)Cl)([CH3:15])([CH3:14])[CH3:13].N1C=CN=C1>CN(C)C=O.CN(C)C1C=CN=CC=1>[Si:16]([O:8][CH2:7][C:6]1[CH:5]=[C:4]([N+:1]([O-:3])=[O:2])[CH:11]=[CH:10][CH:9]=1)([C:12]([CH3:15])([CH3:14])[CH3:13])([C:24]1[CH:25]=[CH:26][CH:27]=[CH:28][CH:29]=1)[C:18]1[CH:23]=[CH:22][CH:21]=[CH:20][CH:19]=1. Reported procedure: A solution of 5 g (33 mmol) of 3-nitrobenzyl alcohol in 100 ml of dimethylformamide was treated with 10.8 g (40 mmol) of tert-butyldiphenylchlorosilane, 6.7 g (99 mmol) of imidazole and 100 mg (0.9 mmol) of 4-(dimethylamino)pyridine and the mixture stirred at ambient temperature for 4 hours. The solvent was evaporated and the residue partitioned between 100 ml of ethyl acetate and 100 ml of 2M aqueous hydrochloric acid. The organic phase was washed with a further 50 ml of 2M aqueous hydrochloric... The reactants are CC(Cl)c1cccnc1, Cc1cccc(C2(F)CCNCC2)c1C. Reagents/catalysts: O=C([O-])[O-].[Cs+].[Cs+] (cesium carbonate), [I-].[K+] (potassium iodide). The solvent is CN(C)C=O (DMF), CN(C)C=O (dmf), CN(C)C=O (DMF). Run at temperature 70 celsius, time 16 hour. Yields the product Cc1cccc(C2(F)CCN(C(C)c3cccnc3)CC2)c1C.